Dataset: the Open Reaction Database (ORD), a public repository of structured organic reaction records. Task: describe an organic reaction: reactants, conditions, products, and yield Reactants: [Si](C)(C)(C(C)(C)C)O[C@@H]1C[C@@H]2CC[C@H]3[C@@H]4C[C@H]5[C@H]([C@H](C)[C@]6(O5)CC[C@@H](C)CO6)[C@]4([C@@H]([C@@H]([C@@H]3[C@]2(CC1)C)O)O)C ((3β,5α,11β,12β,25R)-3-(t-butyldimethylsilyloxy)spirostan-11,12-diol), CN(C)C1=NC=CC=C1 (dimethylaminopyridine), CC(=O)OCC1=C2C=CC=CC2=C(C3=CC=CC=C31)COC(=O)C (acetic), N1=CC=CC=C1 (pyridine). Solvent: C(Cl)Cl (methylene chloride). The product is [Si](C)(C)(C(C)(C)C)O[C@@H]1C[C@@H]2CC[C@H]3[C@@H]4C[C@H]5[C@H]([C@H](C)[C@]6(O5)CC[C@@H](C)CO6)[C@]4([C@@H]([C@@H]([C@@H]3[C@]2(CC1)C)O)OC(C)=O)C ((3β,5α,11β,12β,25R)-3-(t-butyldimethylsilyloxy)-12-acetoxyspirostan-11-ol). Reaction SMILES: [Si:1]([O:8][C@H:9]1[CH2:35][CH2:34][C@@:33]2([CH3:36])[C@@H:11]([CH2:12][CH2:13][C@@H:14]3[C@@H:32]2[C@@H:31]([OH:37])[C@@H:30]([OH:38])[C@@:29]2([CH3:39])[C@H:15]3[CH2:16][C@@H:17]3[O:22][C@@:21]4([O:28][CH2:27][C@H:25]([CH3:26])[CH2:24][CH2:23]4)[C@@H:19]([CH3:20])[C@@H:18]32)[CH2:10]1)([C:4]([CH3:7])([CH3:6])[CH3:5])([CH3:3])[CH3:2].[CH3:40][C:41](OCC1C2C(=CC=CC=2)C(COC(C)=O)=C2C=1C=CC=C2)=[O:42].N1C=CC=CC=1.CN(C1C=CC=CN=1)C>C(Cl)Cl>[Si:1]([O:8][C@H:9]1[CH2:35][CH2:34][C@@:33]2([CH3:36])[C@@H:11]([CH2:12][CH2:13][C@@H:14]3[C@@H:32]2[C@@H:31]([OH:37])[C@@H:30]([O:38][C:41](=[O:42])[CH3:40])[C@@:29]2([CH3:39])[C@H:15]3[CH2:16][C@@H:17]3[O:22][C@@:21]4([O:28][CH2:27][C@H:25]([CH3:26])[CH2:24][CH2:23]4)[C@@H:19]([CH3:20])[C@@H:18]32)[CH2:10]1)([C:4]([CH3:5])([CH3:6])[CH3:7])([CH3:2])[CH3:3]. Procedure details: (3β,5α,11β,12β,25R)-3-(t-butyldimethylsilyloxy)spirostan-11,12-diol was selectively acetylated with acetic arthydride, pyridine and dimethylaminopyridine in methylene chloride to give the title compound. Starting materials: COC(=O)c1ccc(C)c(NC(=O)N(c2c3ccccc3nn2-c2ccc(Cl)cc2)C2CCCCC2)c1, CCCCCCC, ClCCl, [Li+], [OH-]. Product: Cc1ccc(C(=O)O)cc1NC(=O)N(c1c2ccccc2nn1-c1ccc(Cl)cc1)C1CCCCC1. Reaction SMILES: [CH3:1][O:2][C:3]([c:4]1[cH:5][c:6]([NH:11][C:12](=[O:13])[N:14]([CH:15]2[CH2:16][CH2:17][CH2:18][CH2:19][CH2:20]2)[c:21]2[n:22](-[c:30]3[cH:31][cH:32][c:33]([Cl:36])[cH:34][cH:35]3)[n:23][c:24]3[cH:25][cH:26][cH:27][cH:28][c:29]23)[c:7]([CH3:10])[cH:8][cH:9]1)=[O:37].[CH3:43][CH2:44][CH2:45][CH2:46][CH2:47][CH2:48][CH3:49].[Cl:40][CH2:41][Cl:42].[Li+:38].[OH-:39]>>[O:2]=[C:3]([c:4]1[cH:5][c:6]([NH:11][C:12](=[O:13])[N:14]([CH:15]2[CH2:16][CH2:17][CH2:18][CH2:19][CH2:20]2)[c:21]2[n:22](-[c:30]3[cH:31][cH:32][c:33]([Cl:36])[cH:34][cH:35]3)[n:23][c:24]3[cH:25][cH:26][cH:27][cH:28][c:29]23)[c:7]([CH3:10])[cH:8][cH:9]1)[OH:37]. As a reaction SMILES: [S:1]([C:5]1[S:9][C:8]([NH:10]C(=O)C)=[N:7][N:6]=1)(=[O:4])(=[O:3])[NH2:2].Cl>CO>[NH2:10][C:8]1[S:9][C:5]([S:1]([NH2:2])(=[O:4])=[O:3])=[N:6][N:7]=1. The product is NC1=NN=C(S1)S(=O)(=O)N (5-Amino-1,3,4-thiadiazole-2-sulfonamide). Solvent: CO (MeOH). Reported procedure: To a solution of N-(5-sulfamoyl-1,3,4-thiadiazol-2-yl)acetamide (1.0 g, 4.50 mmol) and MeOH (15 mL) was added HCl (2 N, 10 mL). The reaction mixture was heated at reflux for 18 hours and then concentrated under reduced pressure. The residue was purified by column chromatography (silica, 0-10% MeOH in CMA) to afford the sub-title compound (800 mg, 98%). Reactants: S(N)(=O)(=O)C1=NN=C(S1)NC(C)=O (N-(5-sulfamoyl-1,3,4-thiadiazol-2-yl)acetamide), Cl (HCl). Yield: 98.7%. The reactants are product, C(=O)(OC(C)(C)C)N([C@@H](C)C(=O)O)C (Boc-N-methyl-L-alanine). The solvent is CN(C=O)C (dimethyl formamide). Yields the product C(C)(C)(C)OC(NC)=O (methyl-carbamic acid tert-butyl ester). RXN SMILES: [C:1]([N:8](C)[C@H:9](C(O)=O)C)([O:3][C:4]([CH3:7])([CH3:6])[CH3:5])=[O:2]>CN(C)C=O>[C:4]([O:3][C:1](=[O:2])[NH:8][CH3:9])([CH3:7])([CH3:6])[CH3:5]. Procedure details: The product from Step 1 was coupled with Boc-N-methyl-L-alanine according to General procedure 4 (but using dimethyl formamide instead of dichloromethane) to afford (S)-1-(6-cyano-5-nitro-pyridin-2-ylcarbamoyl)-ethyl]-methyl-carbamic acid tert-butyl ester. MS: [M−H]−=348. Reactants: C1(=CC=CC=C1)/C(/C(=O)O)=C/C1=CC=CC=C1 (Z-2,3-diphenyl propenoic acid), COCCO[AlH2-]OCCOC.[Na+] (Vitride), [H-].COCCO[Al+]OCCOC.[Na+].[H-] (Sodium bis-(2-methoxyethoxy)aluminum hydride). The solvent is C1(=CC=CC=C1)C (toluene). Reaction conditions: temperature -10 celsius. The product is C1(=CC=CC=C1)/C(/CO)=C/C1=CC=CC=C1 ((Z)-2,3-diphenyl-prop-2-en-1-ol). As a reaction SMILES: [H-].COCCO[Al+]OCCOC.[Na+].[H-].[C:15]1(/[C:21](=[CH:25]/[C:26]2[CH:31]=[CH:30][CH:29]=[CH:28][CH:27]=2)/[C:22](O)=[O:23])[CH:20]=[CH:19][CH:18]=[CH:17][CH:16]=1.COCCO[AlH2-]OCCOC.[Na+]>C1(C)C=CC=CC=1>[C:15]1(/[C:21](=[CH:25]/[C:26]2[CH:27]=[CH:28][CH:29]=[CH:30][CH:31]=2)/[CH2:22][OH:23])[CH:16]=[CH:17][CH:18]=[CH:19][CH:20]=1 |f:0.1.2.3,5.6|. Reported procedure: Sodium bis-(2-methoxyethoxy)aluminum hydride (70% in toluene) (Vitride®, 536 g, 1.86 mol) was diluted with 850 mL of toluene and the solution was cooled to -10° C. under a nitrogen atmosphere. A 170 g (0.74 mol) sample of Z-2,3-diphenyl propenoic acid was added portionwise to the Vitride solution while maintaining the temperature of the reaction mixture below 10° C. The resulting mixture was stirred at 0°-5° C. until thin layer chromatography indicated total consumption of the carboxylic acid (1...